This data is from the Open Reaction Database (ORD), a public repository of structured organic reaction records. The task is: describe an organic reaction: reactants, conditions, products, and yield Conditions: time 30 minute. RXN SMILES: [Cl:1][C:2]1[C:6]([Cl:7])=[C:5]([C:8]([OH:10])=[O:9])[S:4][N:3]=1.[CH:11]([NH2:14])([CH3:13])[CH3:12]>O1CCCC1>[Cl:1][C:2]1[C:6]([Cl:7])=[C:5]([C:8]([O-:10])=[O:9])[S:4][N:3]=1.[CH:11]([NH3+:14])([CH3:13])[CH3:12] |f:3.4|. Solvent: O1CCCC1 (tetrahydrofuran), O1CCCC1 (tetrahydrofuran). Yields the product ClC1=NSC(=C1Cl)C(=O)[O-].C(C)(C)[NH3+] (isopropylammonium 3,4-dichloro-5-isothiazolecarboxylate). Yield: 84.7%. Procedure: In 10 ml of dry tetrahydrofuran, 1.0 g of the 3,4-dichloro-5-isothiazolecarboxylic acid obtained in Example 2 was dissolved. While the resultant mixture was stirred at room temperature, a solution of 0.30 g of isopropylamine in 5 ml of dry tetrahydrofuran was added dropwise. White crystals were formed concurrently with the dropwise addition. After the resulting mixture was stirred further at room temperature for 30 minutes, the crystals were collected by filtration and then washed with a small a... Reactants: ClC1=NSC(=C1Cl)C(=O)O (3,4-dichloro-5-isothiazolecarboxylic acid), resultant mixture, C(C)(C)N (isopropylamine). The reactants are O=C([O-])[O-], CC(C)(C#N)C(O)CC(=O)O, COS(=O)(=O)OC, Cc1ccccc1, Cl, [K+], [K+], CN(C)C=O. The product is COC(=O)CC(O)C(C)(C)C#N. As a reaction SMILES: [C:12](=[O:13])([O-:14])[O-:15].[C:1](#[N:2])[C:3]([CH:4]([CH2:5][C:6](=[O:7])[OH:8])[OH:9])([CH3:10])[CH3:11].[CH3:18][O:19][S:20]([O:21][CH3:22])(=[O:23])=[O:24].[CH3:31][c:32]1[cH:33][cH:34][cH:35][cH:36][cH:37]1.[ClH:25].[K+:16].[K+:17].[O:26]=[CH:27][N:28]([CH3:29])[CH3:30]>>[C:1](#[N:2])[C:3]([CH:4]([CH2:5][C:6](=[O:7])[O:8][CH3:12])[OH:9])([CH3:10])[CH3:11]. Reactants: O=CC1=CC(O)=C(OC)C=C1 (Isovanillin), EtOAc petrol, CC1=CC=C(C=C1)S(=O)(=O)OCCCC#C (pent-4-ynyl 4-methylbenzenesulfonate), crude product. Yields the product COC1=C(C=C(C=O)C=C1)OCCCC#C (4-methoxy-3-(pent-4-ynyloxy)benzaldehyde). The yield is 83.0%. RXN SMILES: [O:1]=[CH:2][C:3]1[CH:11]=[CH:10][C:7]([O:8][CH3:9])=[C:5]([OH:6])[CH:4]=1.[CH3:12][C:13]1C=C[C:16](S(OCCCC#C)(=O)=O)=[CH:15][CH:14]=1>>[CH3:9][O:8][C:7]1[CH:10]=[CH:11][C:3]([CH:2]=[O:1])=[CH:4][C:5]=1[O:6][CH2:16][CH2:15][CH2:14][C:13]#[CH:12]. Procedure: Isovanillin (0.98 g, 6.4 mmol) was alkylated with pent-4-ynyl 4-methylbenzenesulfonate (2.3 g, 8.3 mmol) according to Procedure 4. The crude product was recystallised from EtOAc/petrol to provide 4-methoxy-3-(pent-4-ynyloxy)benzaldehyde (1.16 g, 83%) as a colourless crystalline solid; mp 73-74° C.; δH (400 MHz, CDCl3) 1.98 (t, J=2.4 Hz, 1H, CCH), 2.06 (p, J=7.0 Hz, 2H, CH2), 2.43 (td, J=7.0, 2.4 Hz, 2H, CH2C≡CH), 3.94 (s, 3H, OCH3), 4.18 (t, J=7.0 Hz, 2H, OCH2), 6.97 (d, J5′,6′=8.0 Hz, 1H, H5), ... Starting materials: Cc1nc(C2CCN(C(=O)OC(C)(C)C)CC2)sc1CO, C1CCOC1, c1ccc(P(c2ccccc2)c2ccccc2)cc1, Oc1ccc(-n2cnnn2)cc1. Yields the product Cc1nc(C2CCN(C(=O)OC(C)(C)C)CC2)sc1COc1ccc(-n2cnnn2)cc1. Reaction SMILES: [C:1]([CH3:2])([CH3:3])([CH3:4])[O:5][C:6](=[O:7])[N:8]1[CH2:9][CH2:10][CH:11]([c:14]2[s:15][c:16]([CH2:20][OH:21])[c:17]([CH3:19])[n:18]2)[CH2:12][CH2:13]1.[CH2:53]1[O:54][CH2:55][CH2:56][CH2:57]1.[c:34]1([P:35]([c:36]2[cH:37][cH:38][cH:39][cH:40][cH:41]2)[c:42]2[cH:43][cH:44][cH:45][cH:46][cH:47]2)[cH:48][cH:49][cH:50][cH:51][cH:52]1.[n:22]1(-[c:27]2[cH:28][cH:29][c:30]([OH:33])[cH:31][cH:32]2)[n:23][n:24][n:25][cH:26]1>>[C:1]([CH3:2])([CH3:3])([CH3:4])[O:5][C:6](=[O:7])[N:8]1[CH2:9][CH2:10][CH:11]([c:14]2[s:15][c:16]([CH2:20][O:21][c:30]3[cH:29][cH:28][c:27](-[n:22]4[n:23][n:24][n:25][cH:26]4)[cH:32][cH:31]3)[c:17]([CH3:19])[n:18]2)[CH2:12][CH2:13]1.